From a dataset of the Open Reaction Database (ORD), a public repository of structured organic reaction records. describe an organic reaction: reactants, conditions, products, and yield Starting materials: O=C([O-])[O-], COCCOC, Cl, N#CC(C#N)CCC(F)(F)F, O=S(=O)(OCCCC(F)(F)C(F)(F)F)C(F)(F)F, [K+], [K+]. Yields the product N#CC(C#N)(CCCC(F)(F)C(F)(F)F)CCC(F)(F)F. As a reaction SMILES: [C:30](=[O:31])([O-:32])[O-:33].[CH3:37][O:38][CH2:39][CH2:40][O:41][CH3:42].[ClH:36].[F:19][C:20]([CH2:21][CH2:22][CH:23]([C:24]#[N:25])[C:26]#[N:27])([F:28])[F:29].[F:1][C:2]([F:3])([F:4])[S:5]([O:6][CH2:7][CH2:8][CH2:9][C:10]([C:11]([F:12])([F:13])[F:14])([F:15])[F:16])(=[O:17])=[O:18].[K+:34].[K+:35]>>[CH2:7]([CH2:8][CH2:9][C:10]([C:11]([F:12])([F:13])[F:14])([F:15])[F:16])[C:23]([CH2:22][CH2:21][C:20]([F:19])([F:28])[F:29])([C:24]#[N:25])[C:26]#[N:27].